This data is from the Open Reaction Database (ORD), a public repository of structured organic reaction records. The task is: describe an organic reaction: reactants, conditions, products, and yield The reactants are C1OC=2C=C(CCN)C=CC2O1 (3,4-methylenedioxyphenethylamine), COC(C1=CC=C(C=C1)C=1N=C(C2=C(N1)SC(=C2C)C)Cl)=O (4-(4-chloro-5,6-dimethyl-thieno-[2,3-d]-pyrimidin-2-yl)-benzoic acid methylester). Product: COC(C1=CC=C(C=C1)C=1N=C(C2=C(N1)SC(=C2C)C)NCCC2=CC1=C(C=C2)OCO1)=O (4-[4-(3,4-methylenedioxyphenethylamino)-5,6-dimethyl-thieno-[2,3-d]-pyrimidin-2-yl]-benzoic acid methylester). Reaction SMILES: [CH2:1]1[O:12][C:11]2[CH:10]=[CH:9][C:5]([CH2:6][CH2:7][NH2:8])=[CH:4][C:3]=2[O:2]1.[CH3:13][O:14][C:15](=[O:34])[C:16]1[CH:21]=[CH:20][C:19]([C:22]2[N:23]=[C:24](Cl)[C:25]3[C:30]([CH3:31])=[C:29]([CH3:32])[S:28][C:26]=3[N:27]=2)=[CH:18][CH:17]=1>>[CH3:13][O:14][C:15](=[O:34])[C:16]1[CH:17]=[CH:18][C:19]([C:22]2[N:23]=[C:24]([NH:8][CH2:7][CH2:6][C:5]3[CH:9]=[CH:10][C:11]4[O:12][CH2:1][O:2][C:3]=4[CH:4]=3)[C:25]3[C:30]([CH3:31])=[C:29]([CH3:32])[S:28][C:26]=3[N:27]=2)=[CH:20][CH:21]=1. Procedure details: The reaction procedure as above wherein 3,4-methylenedioxyphenethylamine is reacted with 4-(4-chloro-5,6-dimethyl-thieno-[2,3-d]-pyrimidin-2-yl)-benzoic acid methylester yields 4-[4-(3,4-methylenedioxyphenethylamino)-5,6-dimethyl-thieno-[2,3-d]-pyrimidin-2-yl]-benzoic acid methylester. The reactants are ClCCCCN1C(NCC1)=O (1-(4-chloro-1-butyl)-2-imidazolidinone), C1(CCCCC1)=O (cyclohexanone), [BH4-].[Na+] (NaBH4). Run in C(C)(=O)O (acetic acid). Reaction conditions: time 1 hour. The product is ClCCCCN1C(N(CC1)C1CCCCC1)=O (1-(4-Chloro-1-butyl)-3-cyclohexyl-2-imidazolidinone). As a reaction SMILES: [Cl:1][CH2:2][CH2:3][CH2:4][CH2:5][N:6]1[CH2:10][CH2:9][NH:8][C:7]1=[O:11].[C:12]1(=O)[CH2:17][CH2:16][CH2:15][CH2:14][CH2:13]1.[BH4-].[Na+]>C(O)(=O)C>[Cl:1][CH2:2][CH2:3][CH2:4][CH2:5][N:6]1[CH2:10][CH2:9][N:8]([CH:12]2[CH2:17][CH2:16][CH2:15][CH2:14][CH2:13]2)[C:7]1=[O:11] |f:2.3|. Procedure details: A mixture of 1-(4-chloro-1-butyl)-2-imidazolidinone (50 g) and cyclohexanone (83.3 g) in glacial acetic acid (1000 ml) was stirred for one hour at room temperature. The mixture was cooled to 10-15° C. and NaBH4 (42.4 g) was added in small portions during 5 hours. After stirring overnight at room temperature, acetic acid was evaporated in vacuo. Water (500 ml) and dichloromethane (300 ml) were added and pH adjusted to >9 by addition of aqueous diluted NH4OH. The organic phase was separated, dried... Reactants: [H-].[Na+] (sodium hydride), C(C)(=O)NC1=C(C=CC(=C1)Cl)[N+](=O)[O-] (2-acetamido-4-chloro-1-nitrobenzene), CC1=CC=C(C=C1)S (p-methylthiophenol), CN(C=O)C (dimethylformamide). Run in O (water). Yields the product C(C)(=O)NC1=C(C=CC(=C1)SC1=CC=C(C=C1)C)[N+](=O)[O-] (2-acetamido-4-(p-methylthiophenoxy)-1-nitrobenzene). As a reaction SMILES: [H-].[Na+].[CH3:3][C:4]1[CH:9]=[CH:8][C:7]([SH:10])=[CH:6][CH:5]=1.CN(C)C=O.[C:16]([NH:19][C:20]1[CH:25]=[C:24](Cl)[CH:23]=[CH:22][C:21]=1[N+:27]([O-:29])=[O:28])(=[O:18])[CH3:17]>O>[C:16]([NH:19][C:20]1[CH:25]=[C:24]([S:10][C:7]2[CH:8]=[CH:9][C:4]([CH3:3])=[CH:5][CH:6]=2)[CH:23]=[CH:22][C:21]=1[N+:27]([O-:29])=[O:28])(=[O:18])[CH3:17] |f:0.1|. Reported procedure: 0.84 G. of 57% sodium hydride is added to 3.0 g. p-methylthiophenol in 20 ml. dimethylformamide, 4.3 G. 2-acetamido-4-chloro-1-nitrobenzene is added and the mixture heated at 140°-145°C for 5 hours, cooled and treated with water. The crude product is filtered off, washed with water and pentane. Recrystallization from methanol gives 2-acetamido-4-(p-methylthiophenoxy)-1-nitrobenzene. RXN SMILES: [NH2:1][C:2](=[S:16])[CH2:3][C:4]1[CH:14]=[CH:13][C:7]([C:8]([O:10][CH2:11][CH3:12])=[O:9])=[CH:6][C:5]=1[F:15].Br[CH2:18][C:19]([C:21]1[CH:26]=[CH:25][CH:24]=[C:23]([C:27]([F:30])([F:29])[F:28])[CH:22]=1)=O>C(O)C>[F:15][C:5]1[CH:6]=[C:7]([CH:13]=[CH:14][C:4]=1[CH2:3][C:2]1[S:16][CH:18]=[C:19]([C:21]2[CH:26]=[CH:25][CH:24]=[C:23]([C:27]([F:28])([F:29])[F:30])[CH:22]=2)[N:1]=1)[C:8]([O:10][CH2:11][CH3:12])=[O:9]. Reported procedure: To a solution (4 mL) of the compound (400 mg, 1.7 mmol) obtained in Example 189c in ethanol was added 2-bromo-1-[3-(trifluoromethyl)phenyl]ethanone (530 mg, 2.0 mmol), and the mixture was heated under reflux overnight. The reaction mixture was allowed to cool to room temperature and the solvent was evaporated under reduced pressure. The obtained crude product was purified by recrystallization (ethyl acetate-hexane) to give the title compound (540 mg, 80%) as colorless crystals. Run in C(C)O (ethanol). The reactants are solution, NC(CC1=C(C=C(C(=O)OCC)C=C1)F)=S (ethyl 4-(2-amino-2-thioxoethyl)-3-fluorobenzoate), BrCC(=O)C1=CC(=CC=C1)C(F)(F)F (2-bromo-1-[3-(trifluoromethyl)phenyl]ethanone). Yield: 77.6%. The product is FC=1C=C(C(=O)OCC)C=CC1CC=1SC=C(N1)C1=CC(=CC=C1)C(F)(F)F (ethyl 3-fluoro-4-({4-[3-(trifluoromethyl)phenyl]-1,3-thiazol-2-yl}methyl)benzoate).